The task is: describe an organic reaction: reactants, conditions, products, and yield. This data is from the Open Reaction Database (ORD), a public repository of structured organic reaction records. Starting materials: C=CCC(CC(=O)c1ccc(C(F)(F)F)cc1)(C(=O)OC)C(=O)OC, CSC, ClCCl, O=[O+][O-], O, O. Yields the product COC(=O)C(CC=O)(CC(=O)c1ccc(C(F)(F)F)cc1)C(=O)OC. As a reaction SMILES: [CH2:1]([CH:2]=[CH2:3])[C:4]([C:5](=[O:6])[O:7][CH3:8])([C:9](=[O:10])[O:11][CH3:12])[CH2:13][C:14]([c:15]1[cH:16][cH:17][c:18]([C:21]([F:22])([F:23])[F:24])[cH:19][cH:20]1)=[O:25].[CH3:30][S:31][CH3:32].[Cl:33][CH2:34][Cl:35].[O-:27][O+:28]=[O:29].[O:26].[OH2:36]>>[CH2:1]([CH:2]=[O:27])[C:4]([C:5](=[O:6])[O:7][CH3:8])([C:9](=[O:10])[O:11][CH3:12])[CH2:13][C:14]([c:15]1[cH:16][cH:17][c:18]([C:21]([F:22])([F:23])[F:24])[cH:19][cH:20]1)=[O:25]. Reactants: OCC(C1=CC=C(C=C1)Br)C1=C(C(=C(C=C1C)C)C)O (2-(2-hydroxy-1-(4-bromophenyl)ethyl)-3,5,6-trimethylphenol). Run in CO (methanol). Yields the product BrC1=CC=C(C=C1)C1COC2=C1C(=CC(=C2C)C)C (3-(4-Bromophenyl)-4,6,7-trimethyl-2,3-dihydro-1-benzofuran). Yield: 95.0%. RXN SMILES: O[CH2:2][CH:3]([C:11]1[C:16]([CH3:17])=[CH:15][C:14]([CH3:18])=[C:13]([CH3:19])[C:12]=1[OH:20])[C:4]1[CH:9]=[CH:8][C:7]([Br:10])=[CH:6][CH:5]=1>CO>[Br:10][C:7]1[CH:6]=[CH:5][C:4]([CH:3]2[C:11]3[C:16]([CH3:17])=[CH:15][C:14]([CH3:18])=[C:13]([CH3:19])[C:12]=3[O:20][CH2:2]2)=[CH:9][CH:8]=1. Procedure: Using 2-(2-hydroxy-1-(4-bromophenyl)ethyl)-3,5,6-trimethylphenol obtained in Reference Example 232, the title compound was synthesized in the same manner as in Reference Example 13. Yield 95%. Melting point: 72-73° C. (methanol). The reactants are COC(C1=C(C(=CC=C1)CNC(=O)OC(C)(C)C)C(=O)OC)=O (methyl-3-[(t-butoxycarbonylamino)methyl]-2-(methoxycarbonyl)benzoate), Cl.NC1C(=O)NC(CC1)=O (aminoglutarimide hydrochloride), O (water). Run in CN(C)C=O (DMF). Run at temperature 120 celsius. Yields the product C(C)(C)(C)OC(NCC1=C2C(N(C(C2=CC=C1)=O)C1C(NC(CC1)=O)=O)=O)=O ([2-(2,6-Dioxo-piperidin-3-yl)-1,3-dioxo-2,3-dihydro-1H-isoindol-4-ylmethyl]-carbamic acid tert-butyl ester). As a reaction SMILES: CO[C:3](=[O:23])[C:4]1[CH:9]=[CH:8][CH:7]=[C:6]([CH2:10][NH:11][C:12]([O:14][C:15]([CH3:18])([CH3:17])[CH3:16])=[O:13])[C:5]=1[C:19]([O:21]C)=O.Cl.[NH2:25][CH:26]1[CH2:32][CH2:31][C:30](=[O:33])[NH:29][C:27]1=[O:28].O>CN(C=O)C>[C:15]([O:14][C:12](=[O:13])[NH:11][CH2:10][C:6]1[CH:7]=[CH:8][CH:9]=[C:4]2[C:5]=1[C:19](=[O:21])[N:25]([CH:26]1[CH2:32][CH2:31][C:30](=[O:33])[NH:29][C:27]1=[O:28])[C:3]2=[O:23])([CH3:16])([CH3:17])[CH3:18] |f:1.2|. Procedure details: Diusopropylethylamine (3.20 g, 25 mmol) was added to a stirred suspension of methyl-3-[(t-butoxycarbonylamino)methyl]-2-(methoxycarbonyl)benzoate (8.00 g, 25 mmol) and aminoglutarimide hydrochloride (4.07 g, 25 mmol) in DMF (60 ml). The mixture was heated to 120° C. for 24 hours and then cooled to room temperature. The mixture was poured into cold water (300 ml) and extracted with ethyl acetate (4×100 ml each). The combined ethyl acetate extracts were washed with water (2×50 ml), brine (50 ml) a... Reactants: FC1(C(C1)C(=O)O)F (2,2-difluorocyclopropanecarboxylic acid), C(=O)(N1C=NC=C1)N1C=NC=C1 (1,1′-carbonyldiimidazole), ON=C(N)C=1C=CC(=C(C1)NC(=O)C1=CN=C2N1C=CC=C2)C (N-(5-(N′-hydroxycarbamimidoyl)-2-methylphenyl)imidazo[1,2-a]pyridine-3-carboxamide). Run in CN1CCCC1=O (NMP). Conditions: temperature 120 celsius, time 3 minute. Product: FC1(C(C1)C1=NC(=NO1)C=1C=CC(=C(C1)NC(=O)C1=CN=C2N1C=CC=C2)C)F (N-(5-(5-(2,2-difluorocyclopropyl)-1,2,4-oxadiazol-3-yl)-2-methylphenyl)imidazo[1,2-a]pyridine-3-carboxamide). RXN SMILES: [F:1][C:2]1([F:8])[CH2:4][CH:3]1[C:5](O)=[O:6].C(N1C=CN=C1)(N1C=CN=C1)=O.O[N:22]=[C:23]([C:25]1[CH:26]=[CH:27][C:28]([CH3:43])=[C:29]([NH:31][C:32]([C:34]2[N:38]3[CH:39]=[CH:40][CH:41]=[CH:42][C:37]3=[N:36][CH:35]=2)=[O:33])[CH:30]=1)[NH2:24]>CN1C(=O)CCC1>[F:1][C:2]1([F:8])[CH2:4][CH:3]1[C:5]1[O:6][N:22]=[C:23]([C:25]2[CH:26]=[CH:27][C:28]([CH3:43])=[C:29]([NH:31][C:32]([C:34]3[N:38]4[CH:39]=[CH:40][CH:41]=[CH:42][C:37]4=[N:36][CH:35]=3)=[O:33])[CH:30]=2)[N:24]=1. Procedure details: To a stirring solution of 2,2-difluorocyclopropanecarboxylic acid (325 mg, 2.66 mmol) in anhydrous NMP (7 mL) was added 1,1′-carbonyldiimidazole (CDI) (432 mg, 2.66 mmol). The reaction was stirred for 3 minutes. N-(5-(N′-hydroxycarbamimidoyl)-2-methylphenyl)imidazo[1,2-a]pyridine-3-carboxamide (9) (825 mg, 2.66 mmol) was added and the reaction was stirred for 25 minutes. Then, the reaction was heated at 120° C. for minutes. The crude product was purified on silica gel using 10% MeOH in dichlorom...